This data is from the Open Reaction Database (ORD), a public repository of structured organic reaction records. The task is: describe an organic reaction: reactants, conditions, products, and yield Reactants: C(C)(=O)NC(C(=O)OCC)C(CCCC)=O (Ethyl 2-acetamido-3-oxoheptanoate), Cl (hydrochloric acid). The product is Cl.NCC(CCCC)=O (1-amino-2-hexanone hydrochloride). Reaction SMILES: C([NH:4][CH:5]([C:11](=[O:16])[CH2:12][CH2:13][CH2:14][CH3:15])C(OCC)=O)(=O)C.[ClH:17]>>[ClH:17].[NH2:4][CH2:5][C:11](=[O:16])[CH2:12][CH2:13][CH2:14][CH3:15] |f:2.3|. Procedure: Ethyl 2-acetamido-3-oxoheptanoate (10.4 g) was hydrolysed by heating under reflux with 50% hydrochloric acid (80 ml) for 9 hours. The mixture was evaporated to dryness to give 1-amino-2-hexanone hydrochloride (5.8 g) as a dark red oil. The reactants are CC(C)O, [K+], CCOC(=O)N1CCC(n2c(=O)[nH]c3cc(C(F)(F)F)ccc32)CC1, [OH-], O. Product: O=c1[nH]c2cc(C(F)(F)F)ccc2n1C1CCNCC1. RXN SMILES: [CH3:28][CH:29]([OH:30])[CH3:31].[K+:27].[O:1]=[c:2]1[nH:3][c:4]2[c:5]([n:6]1[CH:7]1[CH2:8][CH2:9][N:10]([C:13]([O:14][CH2:15][CH3:16])=[O:17])[CH2:11][CH2:12]1)[cH:18][cH:19][c:20]([C:22]([F:23])([F:24])[F:25])[cH:21]2.[OH-:26].[OH2:32]>>[O:1]=[c:2]1[nH:3][c:4]2[c:5]([n:6]1[CH:7]1[CH2:8][CH2:9][NH:10][CH2:11][CH2:12]1)[cH:18][cH:19][c:20]([C:22]([F:23])([F:24])[F:25])[cH:21]2. Reactants: O=C([O-])O, CCCCC(=O)Cl, CC(C)=O, CC(C)(C)c1cc(N)n[nH]1, [Na+], O. The product is CCCCC(=O)Nc1cc(C(C)(C)C)[nH]n1. RXN SMILES: [C:11](=[O:12])([OH:13])[O-:14].[C:16]([CH2:17][CH2:18][CH2:19][CH3:20])(=[O:21])[Cl:22].[CH3:24][C:25](=[O:26])[CH3:27].[NH2:1][c:2]1[n:3][nH:4][c:5]([C:7]([CH3:8])([CH3:9])[CH3:10])[cH:6]1.[Na+:15].[OH2:23]>>[NH:1]([c:2]1[n:3][nH:4][c:5]([C:7]([CH3:8])([CH3:9])[CH3:10])[cH:6]1)[C:16]([CH2:17][CH2:18][CH2:19][CH3:20])=[O:21].